Dataset: the Open Reaction Database (ORD), a public repository of structured organic reaction records. Task: describe an organic reaction: reactants, conditions, products, and yield Starting materials: ClC(=O)OCC (ethyl chloroformate), ClC=1C=C(OC2=CC=C(OCCN)C=C2)C=CC1 (2-[4-(3-chlorophenoxy)phenoxy]ethylamine), C(C)N(C(C)C)C(C)C (ethyl diisopropylamine). Run in C1(=CC=CC=C1)C (toluene), C1(=CC=CC=C1)C (toluene). Yields the product ClC=1C=C(OC2=CC=C(OCCNC(OCC)=O)C=C2)C=CC1 (ethyl 2-[4-(3-chlorophenoxy)phenoxy]ethylcarbamate). Reaction SMILES: Cl[C:2]([O:4][CH2:5][CH3:6])=[O:3].[Cl:7][C:8]1[CH:9]=[C:10]([CH:22]=[CH:23][CH:24]=1)[O:11][C:12]1[CH:21]=[CH:20][C:15]([O:16][CH2:17][CH2:18][NH2:19])=[CH:14][CH:13]=1.C(N(C(C)C)C(C)C)C>C1(C)C=CC=CC=1>[Cl:7][C:8]1[CH:9]=[C:10]([CH:22]=[CH:23][CH:24]=1)[O:11][C:12]1[CH:21]=[CH:20][C:15]([O:16][CH2:17][CH2:18][NH:19][C:2](=[O:3])[O:4][CH2:5][CH3:6])=[CH:14][CH:13]=1. Procedure details: With stirring, a solution of 13 g of ethyl chloroformate in 20 ml of toluene is added dropwise to a solution of 24.8 g of 2-[4-(3-chlorophenoxy)phenoxy]ethylamine and 16.8 g ethyl diisopropylamine in 150 ml of toluene, and the mixture is thereafter stirred for 15 hours at this temperature. After cooling to room temperature, the reaction mixture is washed in succession with water, 1N hydrochloric acid and, finally, with a solution of sodium chloride and dried over sodium sulfate. The solvent is r...